This data is from the Open Reaction Database (ORD), a public repository of structured organic reaction records. The task is: describe an organic reaction: reactants, conditions, products, and yield The reactants are C(C)(C)(C)[Si](C)(C)OC1=CC(=CC(=C1)C)F (tert-butyl(3-fluoro-5-methylphenoxy)dimethylsilane), BrN1C(CCC1=O)=O (N-bromosuccinimide), C(C)(=O)OCC (ethyl acetate), O (water). Run in C1CCOC1 (THF). Run at time 1 hour. Product: BrC1=C(C=C(O[Si](C)(C)C(C)(C)C)C=C1C)F ((4-bromo-3-fluoro-5-methylphenoxy)(tert-butyl)dimethylsilane), BrC1=C(O[Si](C)(C)C(C)(C)C)C=C(C=C1C)F ((2-bromo-5-fluoro-3-methylphenoxy)(tert-butyl)dimethylsilane). The yield is 184.9%. RXN SMILES: [C:1]([Si:5]([O:8][C:9]1[CH:14]=[C:13]([CH3:15])[CH:12]=[C:11]([F:16])[CH:10]=1)([CH3:7])[CH3:6])([CH3:4])([CH3:3])[CH3:2].[Br:17]N1C(=O)CCC1=O.C(OCC)(=O)C.O>C1COCC1>[Br:17][C:12]1[C:13]([CH3:15])=[CH:14][C:9]([O:8][Si:5]([C:1]([CH3:4])([CH3:3])[CH3:2])([CH3:7])[CH3:6])=[CH:10][C:11]=1[F:16].[Br:17][C:14]1[C:13]([CH3:15])=[CH:12][C:11]([F:16])=[CH:10][C:9]=1[O:8][Si:5]([C:1]([CH3:4])([CH3:3])[CH3:2])([CH3:7])[CH3:6]. Procedure: To a solution of tert-butyl(3-fluoro-5-methylphenoxy)dimethylsilane (17.0 g, 70.8 mmol) in THF (300 mL) as added N-bromosuccinimide (18.9 g, 106 mmol) at room temperature, and the mixture was stirred for 1 h. The mixture was poured into ethyl acetate and water. The organic layer was washed with brine and dried on anhydrous sodium sulfate. The solvent was removed in vacuo, and the residue was purified by silica gel chromatography (98:2 hexane/ethyl acetate) to give a mixture (ca. 4:1) of (4-bromo... Starting materials: CNC=1C=C(C(=O)O)C=CC1OC (3-methylamino-4-methoxybenzoic acid), COC=1C=C(N)C=C(C1)OC (3,5-dimethoxyaniline). Yields the product COC=1C=C(C=C(C1)OC)NC(C1=CC(=C(C=C1)OC)NC)=O (N-(3′,5′-dimethoxyphenyl)-3-methylamino-4-methoxybenzamide). The yield is 50.0%. RXN SMILES: [CH3:1][NH:2][C:3]1[CH:4]=[C:5]([CH:9]=[CH:10][C:11]=1[O:12][CH3:13])[C:6]([OH:8])=O.[CH3:14][O:15][C:16]1[CH:17]=[C:18]([CH:20]=[C:21]([O:23][CH3:24])[CH:22]=1)[NH2:19]>>[CH3:24][O:23][C:21]1[CH:20]=[C:18]([NH:19][C:6](=[O:8])[C:5]2[CH:9]=[CH:10][C:11]([O:12][CH3:13])=[C:3]([NH:2][CH3:1])[CH:4]=2)[CH:17]=[C:16]([O:15][CH3:14])[CH:22]=1. Procedure details: Using 3-methylamino-4-methoxybenzoic acid and 3,5-dimethoxyaniline as materials, compound 40 is synthesized following a similar method as in Example 28. Yield: 50%.